Dataset: the Open Reaction Database (ORD), a public repository of structured organic reaction records. Task: describe an organic reaction: reactants, conditions, products, and yield Reactants: C1(=CC=CC=C1)C(CCC(=O)O)C=1C(C(=C(C(C1C)=O)C)C)=O (4-Phenyl-4-(3,5,6-trimethyl-1,4-benzoquinon-2-yl)-butanoic acid), C(C)O (ethanol), S(=O)(Cl)Cl (thionyl chloride). Run at time 4 hour. The product is C1(=CC=CC=C1)C(CCC(=O)OCC)C=1C(C(=C(C(C1C)=O)C)C)=O (ethyl 4-phenyl-4-(3,5,6-trimethyl-1,4-benzoquinon-2-yl)butanoate). Isolated yield 84.0%. Reaction SMILES: [C:1]1([CH:7]([C:13]2[C:14](=[O:23])[C:15]([CH3:22])=[C:16]([CH3:21])[C:17](=[O:20])[C:18]=2[CH3:19])[CH2:8][CH2:9][C:10]([OH:12])=[O:11])[CH:6]=[CH:5][CH:4]=[CH:3][CH:2]=1.S(Cl)(Cl)=O.[CH2:28](O)[CH3:29]>>[C:1]1([CH:7]([C:13]2[C:14](=[O:23])[C:15]([CH3:22])=[C:16]([CH3:21])[C:17](=[O:20])[C:18]=2[CH3:19])[CH2:8][CH2:9][C:10]([O:12][CH2:28][CH3:29])=[O:11])[CH:6]=[CH:5][CH:4]=[CH:3][CH:2]=1. Procedure: 4-Phenyl-4-(3,5,6-trimethyl-1,4-benzoquinon-2-yl)-butanoic acid (1.2 g) was dissolved in ethanol (50 ml), and thionyl chloride (0.4 ml) was added to the solution, followed by stirring at room temperature for 4 hours. After the reaction solution was concentrated under reduced pressure, the resulting residue was dissolved in isopropyl ether, and the organic layer was washed with water, dried and concentrated under reduced pressure. The residue was chromatographed on a silica gel column, and the ob... Reactants: OC1=CC=C(C=C1)CCCN1C=NC=C1 (1-[3-(4-hydroxyphenyl)propyl]imidazole), C(C1=CC=CC=C1)(=O)C1=CC=C(C=C1)C=1OC=C(N1)CCl (2-(4-benzoylphenyl)-4-chloromethyloxazole). Yields the product C(C1=CC=CC=C1)(=O)C1=CC=C(C=C1)C=1OC=C(N1)COC1=CC=C(C=C1)CCCN1C=NC=C1 (2-(4-benzoylphenyl)-4-[4-[3-(1-imidazolyl)propyl]phenoxymethyl]oxazole). Yield: 78.0%. RXN SMILES: [OH:1][C:2]1[CH:7]=[CH:6][C:5]([CH2:8][CH2:9][CH2:10][N:11]2[CH:15]=[CH:14][N:13]=[CH:12]2)=[CH:4][CH:3]=1.[C:16]([C:24]1[CH:29]=[CH:28][C:27]([C:30]2[O:31][CH:32]=[C:33]([CH2:35]Cl)[N:34]=2)=[CH:26][CH:25]=1)(=[O:23])[C:17]1[CH:22]=[CH:21][CH:20]=[CH:19][CH:18]=1>>[C:16]([C:24]1[CH:29]=[CH:28][C:27]([C:30]2[O:31][CH:32]=[C:33]([CH2:35][O:1][C:2]3[CH:7]=[CH:6][C:5]([CH2:8][CH2:9][CH2:10][N:11]4[CH:15]=[CH:14][N:13]=[CH:12]4)=[CH:4][CH:3]=3)[N:34]=2)=[CH:26][CH:25]=1)(=[O:23])[C:17]1[CH:18]=[CH:19][CH:20]=[CH:21][CH:22]=1. Procedure details: In substantially the same manner as in Working Example 72, 1-[3-(4-hydroxyphenyl)propyl]imidazole was allowed to react with 2-(4-benzoylphenyl)-4-chloromethyloxazole to give 2-(4-benzoylphenyl)-4-[4-[3-(1-imidazolyl)propyl]phenoxymethyl]oxazole. The yield was 78%. Recrystallization from ethyl acetate-hexane gave colorless prisms, mp 112-113° C.